The task is: describe an organic reaction: reactants, conditions, products, and yield. This data is from the Open Reaction Database (ORD), a public repository of structured organic reaction records. Starting materials: Cn1nc(-c2ccc(Cl)c(CBr)c2)c(Cl)c1OC(F)F, CO. Yields the product COCc1cc(-c2nn(C)c(OC(F)F)c2Cl)ccc1Cl. Reaction SMILES: [Br:1][CH2:2][c:3]1[cH:4][c:5](-[c:10]2[n:11][n:12]([CH3:20])[c:13]([O:16][CH:17]([F:18])[F:19])[c:14]2[Cl:15])[cH:6][cH:7][c:8]1[Cl:9].[CH3:21][OH:22]>>[CH2:2]([c:3]1[cH:4][c:5](-[c:10]2[n:11][n:12]([CH3:20])[c:13]([O:16][CH:17]([F:18])[F:19])[c:14]2[Cl:15])[cH:6][cH:7][c:8]1[Cl:9])[O:22][CH3:21].